From a dataset of the Open Reaction Database (ORD), a public repository of structured organic reaction records. describe an organic reaction: reactants, conditions, products, and yield Starting materials: O=S1(N(CCC1)C1=CC(=C(C(=O)O)C=C1)OC)=O (4-(1,1-dioxo-1λ6-isothiazolidin-2-yl)-2-methoxybenzoic acid), CC1=C(C=CC(=C1)C)N1CCNCC1 (1-(2,4-dimethylphenyl)piperazine). Product: CC1=C(C=CC(=C1)C)N1CCN(CC1)C(=O)C1=C(C=C(C=C1)N1S(CCC1)(=O)=O)OC ([4-(2,4-dimethylphenyl)piperazin-1-yl][4-(1,1-dioxo-1λ6-isothiazolidin-2-yl)-2-methoxyphenyl]methanone). Isolated yield 81.3%. As a reaction SMILES: [O:1]=[S:2]1(=[O:18])[CH2:6][CH2:5][CH2:4][N:3]1[C:7]1[CH:15]=[CH:14][C:10]([C:11]([OH:13])=O)=[C:9]([O:16][CH3:17])[CH:8]=1.[CH3:19][C:20]1[CH:25]=[C:24]([CH3:26])[CH:23]=[CH:22][C:21]=1[N:27]1[CH2:32][CH2:31][NH:30][CH2:29][CH2:28]1>>[CH3:19][C:20]1[CH:25]=[C:24]([CH3:26])[CH:23]=[CH:22][C:21]=1[N:27]1[CH2:28][CH2:29][N:30]([C:11]([C:10]2[CH:14]=[CH:15][C:7]([N:3]3[CH2:4][CH2:5][CH2:6][S:2]3(=[O:1])=[O:18])=[CH:8][C:9]=2[O:16][CH3:17])=[O:13])[CH2:31][CH2:32]1. Procedure details: Using 4-(1,1-dioxo-1λ6-isothiazolidin-2-yl)-2-methoxybenzoic acid (285 mg) described in Preparation Example 19 and 1-(2,4-dimethylphenyl)piperazine (199 mg) and by the reaction and treatment in the same manner as in Example 87, the title compound (377 mg) was obtained. The reactants are CCO, Cc1cc(Nc2ccnc(Cl)n2)n[nH]1, Nc1ccc2nc(NC(=O)c3ccccc3)sc2c1. The product is Cc1cc(Nc2ccnc(Nc3ccc4nc(NC(=O)c5ccccc5)sc4c3)n2)n[nH]1. RXN SMILES: [CH3:34][CH2:35][OH:36].[Cl:20][c:21]1[n:22][cH:23][cH:24][c:25]([NH:27][c:28]2[n:29][nH:30][c:31]([CH3:33])[cH:32]2)[n:26]1.[NH2:1][c:2]1[cH:3][c:4]2[c:5]([n:6][c:7]([NH:9][C:10]([c:11]3[cH:12][cH:13][cH:14][cH:15][cH:16]3)=[O:17])[s:8]2)[cH:18][cH:19]1>>[NH:1]([c:2]1[cH:3][c:4]2[c:5]([n:6][c:7]([NH:9][C:10]([c:11]3[cH:12][cH:13][cH:14][cH:15][cH:16]3)=[O:17])[s:8]2)[cH:18][cH:19]1)[c:21]1[n:22][cH:23][cH:24][c:25]([NH:27][c:28]2[n:29][nH:30][c:31]([CH3:33])[cH:32]2)[n:26]1.